Dataset: the Open Reaction Database (ORD), a public repository of structured organic reaction records. Task: describe an organic reaction: reactants, conditions, products, and yield Reactants: C(C)OC(=O)C1=CC2=C(N=CN2)C=C1 (5-ethoxycarbonylbenzimidazole), [H-].[Al+3].[Li+].[H-].[H-].[H-] (lithium aluminium hydride). Solvent: O1CCCC1 (tetrahydrofuran), O1CCCC1 (tetrahydrofuran). Reaction conditions: time 3 hour. The product is OCC1=CC2=C(N=CN2)C=C1 (5-hydroxymethylbenzimidazole). The yield is 62.0%. RXN SMILES: C([O:3][C:4]([C:6]1[CH:14]=[CH:13][C:9]2[N:10]=[CH:11][NH:12][C:8]=2[CH:7]=1)=O)C.[H-].[Al+3].[Li+].[H-].[H-].[H-]>O1CCCC1>[OH:3][CH2:4][C:6]1[CH:14]=[CH:13][C:9]2[N:10]=[CH:11][NH:12][C:8]=2[CH:7]=1 |f:1.2.3.4.5.6|. Procedure details: According to a method similar to that described in Zhur. Obschei Khim., vol. 32, pp 835-41 (1953), 3,4-diaminobenzoic acid was prepared. A formic acid solution (200 ml) of 3,4-diaminobenzoic acid (8 g) thus prepared was refluxed for 4 hrs to yield 5-carboxybenzimidazole.hydrochloride (8.9 g). The carboxylic acid (8.9 g) was refluxed with heating for 3.5 hrs in a mixture of sulfuric acid (4 ml) and absolute ethanol (140 ml) to yield 5-ethoxycarbonylbenzimidazole (mp. 93°-94° C., 7.8 g). An anhydr... The reactants are C(C1=CC=CC=C1)OCN1C=C(C=2N=C(N=C(C21)N)CCCC)C#CCCCN2CCN(CC2)C(C)C (5-((Benzyloxy)methyl)-2-butyl-7-(5-(4-isopropylpiperazin-1-yl)pent-1-yn-1-yl)-5H-pyrrolo[3,2-d]pyrimidin-4-amine), [H][H] (hydrogen), [H][H] (hydrogen). The reagents and catalysts are [Pd] (palladium on carbon), [Pd] (palladium on carbon). The solvent is CO.CS(=O)C (MeOH DMSO), C(C)O (ethanol). Yields the product C(CCC)C=1N=C(C2=C(N1)C(=CN2)CCCCCN2CCN(CC2)C(C)C)N (2-Butyl-7-(5-(4-isopropylpiperazin-1-yl)pentyl)-5H-pyrrolo[3,2-d]pyrimidin-4-amine). The yield is 35.5%. As a reaction SMILES: C(OC[N:10]1[C:18]2[C:17]([NH2:19])=[N:16][C:15]([CH2:20][CH2:21][CH2:22][CH3:23])=[N:14][C:13]=2[C:12]([C:24]#[C:25][CH2:26][CH2:27][CH2:28][N:29]2[CH2:34][CH2:33][N:32]([CH:35]([CH3:37])[CH3:36])[CH2:31][CH2:30]2)=[CH:11]1)C1C=CC=CC=1.[H][H]>C(O)C.[Pd].CO.CS(C)=O>[CH2:20]([C:15]1[N:16]=[C:17]([NH2:19])[C:18]2[NH:10][CH:11]=[C:12]([CH2:24][CH2:25][CH2:26][CH2:27][CH2:28][N:29]3[CH2:30][CH2:31][N:32]([CH:35]([CH3:37])[CH3:36])[CH2:33][CH2:34]3)[C:13]=2[N:14]=1)[CH2:21][CH2:22][CH3:23] |f:4.5|. Procedure details: 5-((Benzyloxy)methyl)-2-butyl-7-(5-(4-isopropylpiperazin-1-yl)pent-1-yn-1-yl)-5H-pyrrolo[3,2-d]pyrimidin-4-amine (77 mg, 0.153 mmol) in ethanol (20 mL) was passed through the H-cube (settings: 45° C., full hydrogen, 1 mL/min flow rate and 10% palladium on carbon CatCart30 as the catalyst). A new 10% palladium on carbon CatCart30 cartridge was inserted into the H-cube and the solution was again passed through the H-cube (settings: 45° C., full hydrogen, 1 mL/min flow rate). The solution was evapo...